Dataset: the Open Reaction Database (ORD), a public repository of structured organic reaction records. Task: describe an organic reaction: reactants, conditions, products, and yield Starting materials: ClC1=C(C=CC=C1Cl)N1CCN(CC1)CCCC=CC=1C=CC=2OCC(NC2N1)=O (6-{5-[4-(2,3-Dichloro-phenyl)-piperazin-1-yl]-pent-1-enyl}-4H-pyrido[3,2-b][1,4]oxazin-3-one), C(C)(=O)OCC (Ethyl acetate). Reagents/catalysts: [Ni] (Ra—Ni). The solvent is C1CCOC1 (THF). Product: ClC1=C(C=CC=C1Cl)N1CCN(CC1)CCCCCC=1C=CC=2OCC(NC2N1)=O (6-{5-[4-(2,3-Dichloro-phenyl)-piperazin-1-yl]-pentyl}-4H-pyrido[3,2-b][1,4]oxazin-3-one). Yield: 83.0%. Reaction SMILES: [Cl:1][C:2]1[C:7]([Cl:8])=[CH:6][CH:5]=[CH:4][C:3]=1[N:9]1[CH2:14][CH2:13][N:12]([CH2:15][CH2:16][CH2:17][CH:18]=[CH:19][C:20]2[CH:21]=[CH:22][C:23]3[O:24][CH2:25][C:26](=[O:30])[NH:27][C:28]=3[N:29]=2)[CH2:11][CH2:10]1.C(OCC)(=O)C>C1COCC1.[Ni]>[Cl:1][C:2]1[C:7]([Cl:8])=[CH:6][CH:5]=[CH:4][C:3]=1[N:9]1[CH2:14][CH2:13][N:12]([CH2:15][CH2:16][CH2:17][CH2:18][CH2:19][C:20]2[CH:21]=[CH:22][C:23]3[O:24][CH2:25][C:26](=[O:30])[NH:27][C:28]=3[N:29]=2)[CH2:11][CH2:10]1. Procedure details: 6-{5-[4-(2,3-Dichloro-phenyl)-piperazin-1-yl]-pent-1-enyl}-4H-pyrido[3,2-b][1,4]oxazin-3-one (0.774 g, 1.73 mmol) was hydrogenated using Ra—Ni (0.25 g) in THF for 16 hours. The reaction was filtered and concentrated to give an oil. Ethyl acetate was added and the product crashed out. The precipitate was filtered and dried to give the title compound as a white solid (0.645 g, 83%). MS: APCI: M+1: 449.1 (Exact Mass: 448.14).